Dataset: the Open Reaction Database (ORD), a public repository of structured organic reaction records. Task: describe an organic reaction: reactants, conditions, products, and yield As a reaction SMILES: [Cl:1][C:2]1[CH:7]=[CH:6][CH:5]=[C:4]([F:8])[C:3]=1[C:9]1[NH:13][C:12](=[O:14])[N:11]([C:15]2[CH:24]=[CH:23][C:18]([C:19](OC)=[O:20])=[CH:17][CH:16]=2)[N:10]=1.[F:25][C:26]1[CH:32]=[CH:31][C:29]([NH2:30])=[CH:28][C:27]=1[C:33]([F:36])([F:35])[F:34].C[Al](C)C>>[Cl:1][C:2]1[CH:7]=[CH:6][CH:5]=[C:4]([F:8])[C:3]=1[C:9]1[NH:13][C:12](=[O:14])[N:11]([C:15]2[CH:24]=[CH:23][C:18]([C:19]([NH:30][C:29]3[CH:31]=[CH:32][C:26]([F:25])=[C:27]([C:33]([F:36])([F:34])[F:35])[CH:28]=3)=[O:20])=[CH:17][CH:16]=2)[N:10]=1. Starting materials: ClC1=C(C(=CC=C1)F)C1=NN(C(N1)=O)C1=CC=C(C(=O)OC)C=C1 (methyl 4-[3-(2-chloro-6-fluorophenyl)-5-oxo-4,5-dihydro-1H-1,2,4-triazol-1-yl]benzoate), FC1=C(C=C(N)C=C1)C(F)(F)F (4-fluoro-3-trifloromethyl aniline), C[Al](C)C (trimethyl aluminium). Product: ClC1=C(C(=CC=C1)F)C1=NN(C(N1)=O)C1=CC=C(C(=O)NC2=CC(=C(C=C2)F)C(F)(F)F)C=C1 (4-(3-(2-Chloro-6-fluorophenyl)-5-oxo-4,5-dihydro-1H-1,2,4-triazol-1-yl)-N-(4-fluoro-3-(trifluoromethyl)phenyl)benzamide). Reported procedure: The title compound was prepared according to the procedure described in Example-31, by using methyl 4-[3-(2-chloro-6-fluorophenyl)-5-oxo-4,5-dihydro-1H-1,2,4-triazol-1-yl]benzoate (step-2 of Intermediate-9, 0.100 g, 0.28 mmol), 4-fluoro-3-trifloromethyl aniline (0.077 g, 0.43 mmol) and trimethyl aluminium (2M solution in toluene) (0.5 mL) to afford 0.043 g of desired product. 1H NMR (DMSO-d6): δ 7.46-7.59 (m, 3H), 7.69 (t, J=6.3 Hz, 1H), 8.11 (br s, 5H), 8.26 (m, 1H), 10.59 (br s, 1H), 12.72 (br... Isolated yield 31.0%. The reactants are O (water), C(O)(O)=O.NC(=N)N (Guanidine carbonate), sodium alcoholate, C(C)OC(C(C(=O)OCC)=COCC)=O (ethoxymethylenemalonic acid diethyl ester), Cl (hydrochloric acid). Run in C(C)O (ethanol). Conditions: time 4 day. The product is C(C)OC(=O)C=1C(=NC(=NC1)N)O (2-amino-4-hydroxypyrimidine-5-carboxylic acid ethyl ester). Isolated yield 83.3%. As a reaction SMILES: C(=O)(O)O.[NH2:5][C:6]([NH2:8])=[NH:7].[CH2:9]([O:11][C:12](=[O:23])[C:13](=[CH:19]OCC)[C:14](OCC)=[O:15])[CH3:10].O.Cl>C(O)C>[CH2:9]([O:11][C:12]([C:13]1[C:14]([OH:15])=[N:7][C:6]([NH2:8])=[N:5][CH:19]=1)=[O:23])[CH3:10] |f:0.1|. Procedure: Guanidine carbonate (18.0 g, 200 mmol) is dissolved in ethanol (300 ml), and then sodium alcoholate (13.6 g) and ethoxymethylenemalonic acid diethyl ester (43.2 g, 200 mmol) are added at room temperature. After stirring at room temperature for 4 days, the mixture is concentrated to dryness under reduced pressure. To the residue obtained, water (500 ml) is added and neutralized with hydrochloric acid, and then the crystal precipitated is collected by filtration and recrystallized, to yield a whit... Reactants: CCOC(C)=O, CCCCCC, CO, Cc1c(C(=O)O)cc2ccc(F)cc2c1O, O=S(=O)(O)O. As a reaction SMILES: [C:28]([O:29][CH2:30][CH3:31])(=[O:32])[CH3:33].[CH3:22][CH2:23][CH2:24][CH2:25][CH2:26][CH3:27].[CH3:34][OH:35].[F:1][c:2]1[cH:3][c:4]2[c:5]([OH:16])[c:6]([CH3:15])[c:7]([C:12](=[O:13])[OH:14])[cH:8][c:9]2[cH:10][cH:11]1.[S:17](=[O:18])(=[O:19])([OH:20])[OH:21]>>[F:1][c:2]1[cH:3][c:4]2[c:5]([OH:16])[c:6]([CH3:15])[c:7]([C:12]([O:13][CH3:22])=[O:14])[cH:8][c:9]2[cH:10][cH:11]1. Product: COC(=O)c1cc2ccc(F)cc2c(O)c1C. Starting materials: ice water, ClC1=NC(=CC=C1)Cl (2,6-dichloropyridine), N1C=NC=C1 (imidazole), C([O-])([O-])=O.[K+].[K+] (potassium carbonate). Run in CN(C)C=O (DMF). Conditions: temperature 85 celsius. Product: ClC1=NC(=CC=C1)N1C=NC=C1 (2-Chloro-6-(1-imidazolyl)pyridine). As a reaction SMILES: Cl[C:2]1[CH:7]=[CH:6][CH:5]=[C:4]([Cl:8])[N:3]=1.[NH:9]1[CH:13]=[CH:12][N:11]=[CH:10]1.C(=O)([O-])[O-].[K+].[K+]>CN(C=O)C>[Cl:8][C:4]1[CH:5]=[CH:6][CH:7]=[C:2]([N:9]2[CH:13]=[CH:12][N:11]=[CH:10]2)[N:3]=1 |f:2.3.4|. Procedure: A mixture of 2,6-dichloropyridine (5 g, 33.78 mmol), imidazole (2.3 g, 33.78 mmol) and potassium carbonate (4.66 g, 33.78 mmol) in DMF (50 ml) is heated to 85° C. over night. The cooled mixture is poured into ice-water and unreacted starting material is filtered off. The filtrate is acidified with diluted hydrochloric acid and is extracted once with ethyl acetate. The aqueous phase is rendered alkaline by addition of aqueous sodium hydroxide (10 M) and extracted with ethyl acetate. The organic e... Reactants: Cl.Cl.NC1=CC=C(C=C1)N (p-diaminobenzene dihydrochloride), O1C(NCC1)=O (2-oxazolidinone), COCCOCCO (2-(2-methoxyethoxy)ethanol), triamine dihydrochloride. Solvent: [OH-].[Na+] (sodium hydroxide). Conditions: temperature 189 celsius. Product: NC1=CC=C(C=C1)NCCN (N-(4-aminophenyl)-1,2-ethanediamine). Yield: 120.2%. Reaction SMILES: Cl.Cl.[NH2:3][C:4]1[CH:9]=[CH:8][C:7]([NH2:10])=[CH:6][CH:5]=1.O1[CH2:15][CH2:14][NH:13]C1=O.COCCOCCO>[OH-].[Na+]>[NH2:3][C:4]1[CH:9]=[CH:8][C:7]([NH:10][CH2:15][CH2:14][NH2:13])=[CH:6][CH:5]=1 |f:0.1.2,5.6|. Procedure: A mixture of p-diaminobenzene dihydrochloride (20.1 g, 0.11 mole), 2-oxazolidinone (17.4 g, 0.20 mole) and 100 ml of 2-(2-methoxyethoxy)ethanol was heated to 189° C. in an oil bath while being vigorously stirred mechanically. After two and one-half hours, all gas evolution had ceased and the dark purple reaction mixture was allowed to cool to room temperature. Most of the solvent was removed in vacuo while applying heat (95° C./10 mm Hg) to give a viscous, dark purple oil. After dissolution of t... Starting materials: FC(C(=O)N[C@@H](CC(=O)O)C(=O)O)(F)F (N-trifluoroacetyl-L-aspartic acid), C(C)(=O)OC(C)=O (acetic anhydride), C(C)(=O)[O-].[Na+] (sodium acetate), Cl.COC([C@@H](N)CC1=CC=CC=C1)=O (L-phenylalanine methyl ester hydrochloride). Run in C(C)(=O)O (acetic acid). Conditions: time 6 hour. Yields the product COC([C@@H](NC([C@@H](NC(C(F)(F)F)=O)CC(O)=O)=O)CC1=CC=CC=C1)=O (N-trifluoroacetyl-α-L-aspartyl-L-phenylalanine methyl ester). Yield: 79.0%. Reaction SMILES: [F:1][C:2]([F:15])([F:14])[C:3]([NH:5][C@H:6]([C:11]([OH:13])=O)[CH2:7][C:8]([OH:10])=[O:9])=[O:4].C(OC(=O)C)(=O)C.C([O-])(=O)C.[Na+].Cl.[CH3:29][O:30][C:31](=[O:41])[C@H:32]([CH2:34][C:35]1[CH:40]=[CH:39][CH:38]=[CH:37][CH:36]=1)[NH2:33]>C(O)(=O)C>[CH3:29][O:30][C:31](=[O:41])[C@H:32]([CH2:34][C:35]1[CH:40]=[CH:39][CH:38]=[CH:37][CH:36]=1)[NH:33][C:11](=[O:13])[C@H:6]([CH2:7][C:8](=[O:9])[OH:10])[NH:5][C:3](=[O:4])[C:2]([F:1])([F:15])[F:14] |f:2.3,4.5|. Procedure details: In 63.3 g of acetic acid, 22.9 g (0.1 mole) of N-trifluoroacetyl-L-aspartic acid was suspended and 10.2 g (0.1 mole) of acetic anhydride was added. The mixture was warmed to 55°-60° C. and stirred for 6 hours at the same temperature. After finishing the reaction, the resulting mixture was cooled to 15°-20° C. and then 9.2 g (0.11 mole) of sodium acetate and 20.5 g (0.095 mole) of L-phenylalanine methyl ester hydrochloride were successively added at the same temperature. The reaction was carried ...